From a dataset of the Open Reaction Database (ORD), a public repository of structured organic reaction records. describe an organic reaction: reactants, conditions, products, and yield Starting materials: C(C)(C)(C)OC(=O)N1CCN(CC1)CCC1=C(C2=C(C(OC2)=O)C=C1)C=C (tert-butyl-4-[2-(1-oxo-4-vinyl-1,3-dihydro-2-benzofuran-5-yl)ethyl]piperazine-1-carboxylate). The reagents and catalysts are [Pd] (palladium on carbon). The solvent is CO (MeOH). Reaction conditions: time 16 hour. Yields the product C(C)(C)(C)OC(=O)N1CCN(CC1)CCC1=C(C2=C(C(OC2)=O)C=C1)CC (tert-butyl-4-[2-(4-ethyl-1-oxo-1,3-dihydro-2-benzofuran-5-yl)ethyl]piperazine-1-carboxylate). Reaction SMILES: [C:1]([O:5][C:6]([N:8]1[CH2:13][CH2:12][N:11]([CH2:14][CH2:15][C:16]2[CH:25]=[CH:24][C:19]3[C:20](=[O:23])[O:21][CH2:22][C:18]=3[C:17]=2[CH:26]=[CH2:27])[CH2:10][CH2:9]1)=[O:7])([CH3:4])([CH3:3])[CH3:2]>CO.[Pd]>[C:1]([O:5][C:6]([N:8]1[CH2:9][CH2:10][N:11]([CH2:14][CH2:15][C:16]2[CH:25]=[CH:24][C:19]3[C:20](=[O:23])[O:21][CH2:22][C:18]=3[C:17]=2[CH2:26][CH3:27])[CH2:12][CH2:13]1)=[O:7])([CH3:4])([CH3:3])[CH3:2]. Procedure details: To a solution of tert-butyl-4-[2-(1-oxo-4-vinyl-1,3-dihydro-2-benzofuran-5-yl)ethyl]piperazine-1-carboxylate (30 mg, 0.081 mmol) in MeOH (10 mL) was added palladium on carbon (4.3 mg, 0.040 mmol). The mixture was allowed to stir under an atmosphere of hydrogen for 16 hours. LC showed complete reaction. The crude reaction was filtered through a pad of Celite®, concentrated to deliver tert-butyl-4-[2-(4-ethyl-1-oxo-1,3-dihydro-2-benzofuran-5-yl)ethyl]piperazine-1-carboxylate. Reactants: C(C)(C)(C)OC(=O)NC(CCO)C(=O)O (N-t-butoxycarbonyl DL-homoserine), C1(=CC=CC=C1)C(=[N+]=[N-])C1=CC=CC=C1 (diphenyldiazomethane). Solvent: C(Cl)Cl (methylene chloride), C(Cl)Cl (methylene chloride). Yields the product C(C1=CC=CC=C1)(C1=CC=CC=C1)OC(C(NC(=O)OC(C)(C)C)CCO)=O (N-t-butoxycarbonyl DL-homoserine benzhydryl ester). The yield is 81.5%. Reaction SMILES: [C:1]([O:5][C:6]([NH:8][CH:9]([C:13]([OH:15])=[O:14])[CH2:10][CH2:11][OH:12])=[O:7])([CH3:4])([CH3:3])[CH3:2].[C:16]1([C:22]([C:25]2[CH:30]=[CH:29][CH:28]=[CH:27][CH:26]=2)=[N+]=[N-])[CH:21]=[CH:20][CH:19]=[CH:18][CH:17]=1>C(Cl)Cl>[CH:22]([O:14][C:13](=[O:15])[CH:9]([CH2:10][CH2:11][OH:12])[NH:8][C:6]([O:5][C:1]([CH3:4])([CH3:2])[CH3:3])=[O:7])([C:16]1[CH:21]=[CH:20][CH:19]=[CH:18][CH:17]=1)[C:25]1[CH:30]=[CH:29][CH:28]=[CH:27][CH:26]=1. Procedure details: 6 g of the obtained N-t-butoxycarbonyl DL-homoserine was dissolved in 100 ml of methylene chloride, and 50 ml of a methylene chloride solution containing 6 g of diphenyldiazomethane was added dropwise thereto over an hour. After completion of the reaction, the reaction mixture was concentrated to a small volume, and petroleum ether was added thereto. The formed crystals were filtered off to obtain 8.6 g of N-t-butoxycarbonyl DL-homoserine benzhydryl ester. Reactants: CC=1C=C(OC2CN(C2)C(=O)Cl)C=CC1 (3-(3-methylphenoxy)-1-azetidinecarbonyl chloride), C(C=C)N (2-propenylamine). The solvent is O (water), O1CCCC1 (tetrahydrofuran). Conditions: time 18 hour. The product is CC=1C=C(OC2CN(C2)C(=O)NCC=C)C=CC1 (3-(3-Methylphenoxy)-N-(2-propenyl)-1-azetidinecarboxamide). As a reaction SMILES: [CH3:1][C:2]1[CH:3]=[C:4]([CH:13]=[CH:14][CH:15]=1)[O:5][CH:6]1[CH2:9][N:8]([C:10](Cl)=[O:11])[CH2:7]1.[CH2:16]([NH2:19])[CH:17]=[CH2:18]>O1CCCC1.O>[CH3:1][C:2]1[CH:3]=[C:4]([CH:13]=[CH:14][CH:15]=1)[O:5][CH:6]1[CH2:9][N:8]([C:10]([NH:19][CH2:16][CH:17]=[CH2:18])=[O:11])[CH2:7]1. Procedure details: A stirred solution of 3.92 g (0.01 mole) of crude (57.59%) 3-(3-methylphenoxy)-1-azetidinecarbonyl chloride in 15 ml of tetrahydrofuran was treated with 2.25 g (0.03 mole) of 2-propenylamine. After stirring for 18 hr, the reaction mixture was diluted with 200 ml of water and a reddish oil separated. A sample of this oil crystallized at -70° C. and was used to seed the oil residue. The resulting solid was collected by filtration to yield 3.6 g which was recrystallized from benzene-ligroin yieldin...